This data is from the Open Reaction Database (ORD), a public repository of structured organic reaction records. The task is: describe an organic reaction: reactants, conditions, products, and yield The reactants are COC=1C=C2C(=NC=NC2=CC1OCCCN1CCOCC1)OC=1C=C2CCCN(C2=CC1)C(=O)OC(C)(C)C (6-methoxy-7-(3-morpholinopropoxy)-4-((1-tertbutoxycarbonyl-1,2,3,4-tetrahydroquinolin-6-yl)oxy)quinazoline), C(=O)(C(F)(F)F)O (TFA). Solvent: ClCCl (dichloromethane). Reaction conditions: time 1 hour. Yields the product COC=1C=C2C(=NC=NC2=CC1OCCCN1CCOCC1)OC=1C=C2CCCNC2=CC1 (6-methoxy-7-(3-morpholinopropoxy)-4-(1,2,3,4-tetrahydroquinolin-6-yloxy)quinazoline). Yield: 93.2%. Reaction SMILES: [CH3:1][O:2][C:3]1[CH:4]=[C:5]2[C:10](=[CH:11][C:12]=1[O:13][CH2:14][CH2:15][CH2:16][N:17]1[CH2:22][CH2:21][O:20][CH2:19][CH2:18]1)[N:9]=[CH:8][N:7]=[C:6]2[O:23][C:24]1[CH:25]=[C:26]2[C:31](=[CH:32][CH:33]=1)[N:30](C(OC(C)(C)C)=O)[CH2:29][CH2:28][CH2:27]2.C(O)(C(F)(F)F)=O>ClCCl>[CH3:1][O:2][C:3]1[CH:4]=[C:5]2[C:10](=[CH:11][C:12]=1[O:13][CH2:14][CH2:15][CH2:16][N:17]1[CH2:22][CH2:21][O:20][CH2:19][CH2:18]1)[N:9]=[CH:8][N:7]=[C:6]2[O:23][C:24]1[CH:25]=[C:26]2[C:31](=[CH:32][CH:33]=1)[NH:30][CH2:29][CH2:28][CH2:27]2. Procedure: To 6-methoxy-7-(3-morpholinopropoxy)-4-((1-tertbutoxycarbonyl-1,2,3,4-tetrahydroquinolin-6-yl)oxy)quinazoline (110 mg, 0.2 mmol) in solution in dichloromethane (3 ml) was added TFA (0.3 ml) and the mixture stirred for 1 hour at ambient temperature. The solvents were evaporated and the remaining oil was diluted with dichloromethane and the pH adjusted to 9 with a saturated solution of sodium hydrogen carbonate. The organic phase was washed with, brine, dried (MgSO4), filtered and the solvent evap... Reactants: C(=O)(OC(C)(C)C)NC(=N)NC(=O)OC(C)(C)C (bis-boc guanidine), Cl.O1CCOCC1 (HCl Dioxane). Conditions: time 24 hour. Yields the product NC(=N)N.C(N)(OCC)=O (Ethyl carbamate guanidine). As a reaction SMILES: [C:1]([NH:8][C:9]([NH:11]C(OC(C)(C)C)=O)=[NH:10])([O:3][C:4](C)(C)[CH3:5])=[O:2].Cl.O1CCOCC1>>[NH2:10][C:9]([NH2:11])=[NH:8].[C:1](=[O:2])([O:3][CH2:4][CH3:5])[NH2:8] |f:1.2,3.4|. Procedure details: Ethylcarbazate (208 mg, 2 mmol) was added to a solution of N′N′-di-boc N″-triflylguanidine (800 mg, 2 mmol) in dichloromethane (10 mL). The mixture was stirred for overnight then diluted with EtOAc, washed with sodium bisulfat (2M), saturated sodium bicarbonate, dried over anhydrous NaSO4 and concentrated in vacuo. The crude residue was purified by flash column chromatography eluting with 30% EtOAc/hexane to afford a white solid (0.55 g). To this bis-boc guanidine was added 4M HCl/Dioxane (5 mL)... Starting materials: O (water), [H-].[Na+] (NaH), BrC=1C(=NSC1N)C (4-bromo-3-methyl-isothiazol-5-amine), NC1=NN2C(N=CC(=C2)F)=C1C(=O)ON1N=NC2=C1C=C(C=C2)Cl ((6-chlorobenzotriazol-1-yl) 2-amino-6-fluoro-pyrazolo[1,5-a]pyrimidine-3-carboxylate). Run in CN1CCCC1=O (NMP). Run at time 10 minute. The product is NC1=NN2C(N=CC(=C2)F)=C1C(=O)OC1=C(C(=NS1)C)Br (4-bromo-3-methylisothiazol-5-yl 2-amino-6-fluoropyrazolo[1,5-a]pyrimidine-3-carboxylate). As a reaction SMILES: [H-].[Na+].[Br:3][C:4]1[C:5]([CH3:10])=[N:6][S:7][C:8]=1N.[NH2:11][C:12]1[C:21]([C:22]([O:24]N2C3C=C(Cl)C=CC=3N=N2)=[O:23])=[C:15]2[N:16]=[CH:17][C:18]([F:20])=[CH:19][N:14]2[N:13]=1.O>CN1C(=O)CCC1>[NH2:11][C:12]1[C:21]([C:22]([O:24][C:8]2[S:7][N:6]=[C:5]([CH3:10])[C:4]=2[Br:3])=[O:23])=[C:15]2[N:16]=[CH:17][C:18]([F:20])=[CH:19][N:14]2[N:13]=1 |f:0.1|. Reported procedure: NaH (210.3 mg, 5.259 mmol) was added to a solution of 4-bromo-3-methyl-isothiazol-5-amine (533 mg, 2.761 mmol) in dry NMP (21.95 mL) at RT. The solution was stirred at RT for 5 min before (6-chlorobenzotriazol-1-yl) 2-amino-6-fluoro-pyrazolo[1,5-a]pyrimidine-3-carboxylate 6a* (914.4 mg, 2.630 mmol) was added. After 10 min, the reaction mixture was treated with water (120 mL) and stirred for 15 mins. The pale brown solid was filtered off and dried in vacuo to afford 4-bromo-3-methylisothiazol-5-y...